Dataset: the Open Reaction Database (ORD), a public repository of structured organic reaction records. Task: describe an organic reaction: reactants, conditions, products, and yield The reactants are C(#N)N(C(OC1=CC=CC=C1)=N)C (N-cyano-N1 -methyl-O-phenylisourea), NC1=CC=C(C=C1)C=1C(CC(NN1)=O)C (6-(4-aminophenyl)-5-methyl-4,5-dihydro-3(2H)-pyridazinone), N1=CC=CC=C1 (pyridine). Reaction conditions: time 3 hour. Yields the product CNC(NC1=CC=C(C=C1)C=1C(CC(NN1)=O)C)=NC#N (6-[4-(N3 -Methyl-N2 -cyanoguanidino)phenyl]-5-methyl-4,5-dihydro-3(2H)-pyridazinone). RXN SMILES: [C:1]([N:3](C)[C:4](=[NH:12])OC1C=CC=CC=1)#[N:2].[NH2:14][C:15]1[CH:20]=[CH:19][C:18]([C:21]2[CH:22]([CH3:28])[CH2:23][C:24](=[O:27])[NH:25][N:26]=2)=[CH:17][CH:16]=1.N1C=CC=C[CH:30]=1>>[CH3:30][NH:12][C:4](=[N:3][C:1]#[N:2])[NH:14][C:15]1[CH:20]=[CH:19][C:18]([C:21]2[CH:22]([CH3:28])[CH2:23][C:24](=[O:27])[NH:25][N:26]=2)=[CH:17][CH:16]=1. Reported procedure: To a solution of N-cyano-N1 -methyl-O-phenylisourea (0.175 g) in anhydrous pyridine (3 ml) was added 6-(4-aminophenyl)-5-methyl-4,5-dihydro-3(2H)-pyridazinone (0.2 g). The mixture was stirred at room temperature for 3 hours, stirred under reflux for 4 hours and allowed to cool overnight. This mixture was evaporated under reduced pressure to give a solid which was triturated with diethyl ether to remove phenol. Thin layer chromatography indicated the presence of unreacted starting-material and th... The reactants are C1CCOC1, CC(C)[N-]C(C)C, CC(OC1OCC2CN(C3=CC(=O)CC3)CC2C1c1ccc(F)cc1)c1cc(C(F)(F)F)cc(C(F)(F)F)c1, [Li+]. Yields the product CC(OC1OCC2CN(C3=CC(=O)C(O)C3)CC2C1c1ccc(F)cc1)c1cc(C(F)(F)F)cc(C(F)(F)F)c1. As a reaction SMILES: [CH2:48]1[CH2:51][CH2:50][CH2:49][O:52]1.[CH3:41][CH:42]([N-:43][CH:44]([CH3:45])[CH3:46])[CH3:47].[F:1][C:2]([c:3]1[cH:4][c:5]([CH:13]([CH3:14])[O:15][CH:16]2[CH:17]([c:31]3[cH:32][cH:33][c:34]([F:37])[cH:35][cH:36]3)[CH:18]3[CH:19]([CH2:20][N:21]([C:23]4=[CH:24][C:25](=[O:28])[CH2:26][CH2:27]4)[CH2:22]3)[CH2:29][O:30]2)[cH:6][c:7]([C:9]([F:10])([F:11])[F:12])[cH:8]1)([F:38])[F:39].[Li+:40]>>[F:1][C:2]([c:3]1[cH:4][c:5]([CH:13]([CH3:14])[O:15][CH:16]2[CH:17]([c:31]3[cH:32][cH:33][c:34]([F:37])[cH:35][cH:36]3)[CH:18]3[CH:19]([CH2:20][N:21]([C:23]4=[CH:24][C:25](=[O:28])[CH:26]([OH:52])[CH2:27]4)[CH2:22]3)[CH2:29][O:30]2)[cH:6][c:7]([C:9]([F:10])([F:11])[F:12])[cH:8]1)([F:38])[F:39]. The reactants are C(C)(C)(C)OC(CON(CC1=CC=C(C=C1)F)C(C=C1OC(OC1=O)(C)C)=O)=O ([[2-(2,2-dimethyl-5-oxo-[1,3]-dioxolan-4-ylidene)-acetyl]-(4-fluorobenzyl)-aminooxy]-acetic acid tert-butyl ester), [OH-].[Li+] (lithium hydroxide), C(C)#N (acetonitrile), Cl (hydrochloric acid). Run in O1CCCC1 (tetrahydrofuran), O (water). Conditions: time 1 hour. Product: C(C)(C)(C)OC(=O)CON(C(=O)C=C(C(=O)O)O)CC1=CC=C(C=C1)F (3-[tert-Butoxycarbonylmethoxy-(4-fluoro-benzyl)-carbamoyl]-2-hydroxy-acrylic acid). Isolated yield 41.7%. Reaction SMILES: [C:1]([O:5][C:6](=[O:29])[CH2:7][O:8][N:9]([C:18](=[O:28])[CH:19]=[C:20]1[C:24](=[O:25])[O:23]C(C)(C)[O:21]1)[CH2:10][C:11]1[CH:16]=[CH:15][C:14]([F:17])=[CH:13][CH:12]=1)([CH3:4])([CH3:3])[CH3:2].[OH-].[Li+].Cl.C(#N)C>O1CCCC1.O>[C:1]([O:5][C:6]([CH2:7][O:8][N:9]([CH2:10][C:11]1[CH:12]=[CH:13][C:14]([F:17])=[CH:15][CH:16]=1)[C:18]([CH:19]=[C:20]([OH:21])[C:24]([OH:25])=[O:23])=[O:28])=[O:29])([CH3:4])([CH3:2])[CH3:3] |f:1.2|. Procedure: A solution of [[2-(2,2-dimethyl-5-oxo-[1,3]-dioxolan-4-ylidene)-acetyl]-(4-fluorobenzyl)-aminooxy]-acetic acid tert-butyl ester (0.10 g, 0.24 mmol) in tetrahydrofuran (3 ml) was treated at 0° C. with 0.48 ml (0.48 mmol) of 1 M aqueous lithium hydroxide. After 1 h, the reaction mixture was acidified with 1N hydrochloric acid and extracted with ethyl acetate. The organic phase was washed with brine, dried (magnesium sulphate) and evaporated in vacuo. Chromatograpy of the residual solid on Premisph... Run in ClCC(Cl)(Cl)Cl (tetrachloroethane). Reactants: ice water, [OH-].[Na+] (NaOH), C1=CC=CC2=CC=CC=C12 (naphthalene), Cl.N1CCC(C(=O)Cl)CC1 (isonipecotic acid chloride hydrochloride), [Cl-].[Al+3].[Cl-].[Cl-] (aluminum chloride). Product: Cl.N1CCC(CC1)C(=O)C1=CC2=CC=CC=C2C=C1 (2-Naphthyl 4-piperidyl ketone hydrochloride). Run at time 10 minute. RXN SMILES: [CH:1]1[C:10]2[C:5](=[CH:6][CH:7]=[CH:8][CH:9]=2)[CH:4]=[CH:3][CH:2]=1.Cl.[NH:12]1[CH2:20][CH2:19][CH:15]([C:16]([Cl:18])=[O:17])[CH2:14][CH2:13]1.[Cl-].[Al+3].[Cl-].[Cl-].[OH-].[Na+]>ClCC(Cl)(Cl)Cl>[ClH:18].[NH:12]1[CH2:20][CH2:19][CH:15]([C:16]([C:7]2[CH:8]=[CH:9][C:10]3[C:5](=[CH:4][CH:3]=[CH:2][CH:1]=3)[CH:6]=2)=[O:17])[CH2:14][CH2:13]1 |f:1.2,3.4.5.6,7.8,10.11|. Procedure details: To a slurry of 99 g of naphthalene (0.75 mole) and 96 g of isonipecotic acid chloride hydrochloride (0.5 mole) in tetrachloroethane is added over a period of 10 minutes 200 g (1.5 moles) of aluminum chloride. The reaction mixture is allowed to stand at room temperature for 10 minutes, then decomposed by pouring it over ice water, made basic with a 50% NaOH solution, and extracted with diethyl ether. The ether layer is dried over magnesium sulfate, filtered, and treated with ethereal HCl. The res...